describe an organic reaction: reactants, conditions, products, and yield From a dataset of the Open Reaction Database (ORD), a public repository of structured organic reaction records. Reactants: BrC(Br)(Br)Br, CC(C)Cc1ccc(-c2nc(-c3cc4c(s3)CCCC4O)no2)cc1, CCN(C(C)C)C(C)C, Cl, CCOC(=O)C1CNC1, c1ccc(P(c2ccccc2)c2ccccc2)cc1. Yields the product CCOC(=O)C1CN(C2CCCc3sc(-c4noc(-c5ccc(CC(C)C)cc5)n4)cc32)C1. As a reaction SMILES: [C:26]([Br:27])([Br:28])([Br:29])[Br:30].[CH2:1]([CH:2]([CH3:3])[CH3:4])[c:5]1[cH:6][cH:7][c:8](-[c:11]2[n:12][c:13](-[c:16]3[s:17][c:18]4[c:19]([cH:20]3)[CH:21]([OH:25])[CH2:22][CH2:23][CH2:24]4)[n:14][o:15]2)[cH:9][cH:10]1.[CH:60]([N:61]([CH2:62][CH3:63])[CH:64]([CH3:65])[CH3:66])([CH3:67])[CH3:68].[ClH:50].[NH:51]1[CH2:52][CH:53]([C:55](=[O:56])[O:57][CH2:58][CH3:59])[CH2:54]1.[c:31]1([P:32]([c:33]2[cH:34][cH:35][cH:36][cH:37][cH:38]2)[c:39]2[cH:40][cH:41][cH:42][cH:43][cH:44]2)[cH:45][cH:46][cH:47][cH:48][cH:49]1>>[CH2:1]([CH:2]([CH3:3])[CH3:4])[c:5]1[cH:6][cH:7][c:8](-[c:11]2[n:12][c:13](-[c:16]3[s:17][c:18]4[c:19]([cH:20]3)[CH:21]([N:51]3[CH2:52][CH:53]([C:55](=[O:56])[O:57][CH2:58][CH3:59])[CH2:54]3)[CH2:22][CH2:23][CH2:24]4)[n:14][o:15]2)[cH:9][cH:10]1. The reactants are FC(F)(F)c1cnc(-c2ccc(Cl)c(CBr)c2)c(Cl)c1, [H-], [Na+], C1CCOC1, CCOP(=O)(CO)OCC. Product: CCOP(=O)(COCc1cc(-c2ncc(C(F)(F)F)cc2Cl)ccc1Cl)OCC. As a reaction SMILES: [Cl:13][c:14]1[c:15]([CH2:16][Br:17])[cH:18][c:19](-[c:22]2[n:23][cH:24][c:25]([C:29]([F:30])([F:31])[F:32])[cH:26][c:27]2[Cl:28])[cH:20][cH:21]1.[H-:11].[Na+:12].[O:33]1[CH2:34][CH2:35][CH2:36][CH2:37]1.[OH:1][CH2:2][P:3]([O:4][CH2:5][CH3:6])([O:7][CH2:8][CH3:9])=[O:10]>>[O:1]([CH2:2][P:3]([O:4][CH2:5][CH3:6])([O:7][CH2:8][CH3:9])=[O:10])[CH2:16][c:15]1[c:14]([Cl:13])[cH:21][cH:20][c:19](-[c:22]2[n:23][cH:24][c:25]([C:29]([F:30])([F:31])[F:32])[cH:26][c:27]2[Cl:28])[cH:18]1. The reactants are C(C)(C)(C)C=1N=C(C2=C(N1)N(N=N2)CC2=C(C=CC=C2)Cl)N2CCOCC2 (5-tert-Butyl-3-(2-chloro-benzyl)-7-morpholin-4-yl-3H-[1,2,3]triazolo[4,5-d]pyrimidine), C(C)(C)(C)C=1N=C(C2=C(N1)N(N=N2)CC2=C(C=CC=C2)Cl)Cl (5-tert-butyl-7-chloro-3-(2-chlorobenzyl)-3H-[1,2,3]triazolo[4,5-d]pyrimidine), OC[C@@H]1NCC[C@H]1O ((2S,3R)-2-(hydroxymethyl)pyrrolidin-3-ol). The product is C(C)(C)(C)C=1N=C(C2=C(N1)N(N=N2)CC2=C(C=CC=C2)Cl)N2[C@H]([C@@H](CC2)O)CO ((2S,3R)-1-[5-tert-Butyl-3-(2-chloro-benzyl)-3H-[1,2,3]triazolo[4,5-d]pyrimidin-7-yl]-2-hydroxymethyl-pyrrolidin-3-ol), gum. Isolated yield 49.0%. RXN SMILES: [C:1]([C:5]1[N:6]=[C:7]([N:22]2[CH2:27][CH2:26][O:25][CH2:24][CH2:23]2)[C:8]2[N:13]=[N:12][N:11]([CH2:14][C:15]3[CH:20]=[CH:19][CH:18]=[CH:17][C:16]=3[Cl:21])[C:9]=2[N:10]=1)([CH3:4])([CH3:3])[CH3:2].C(C1N=C(Cl)C2N=NN(CC3C=CC=CC=3Cl)C=2N=1)(C)(C)C.[OH:50][CH2:51][C@H]1[C@H](O)CCN1>>[C:1]([C:5]1[N:6]=[C:7]([N:22]2[CH2:23][CH2:24][C@@H:51]([OH:50])[C@@H:27]2[CH2:26][OH:25])[C:8]2[N:13]=[N:12][N:11]([CH2:14][C:15]3[CH:20]=[CH:19][CH:18]=[CH:17][C:16]=3[Cl:21])[C:9]=2[N:10]=1)([CH3:2])([CH3:3])[CH3:4]. Reported procedure: In analogy to the procedure described for the synthesis of 5-tert-butyl-3-(2-chloro-benzyl)-7-morpholin-4-yl-3H-[1,2,3]triazolo[4,5-d]pyrimidine (example 1, step c), the title compound was prepared from 5-tert-butyl-7-chloro-3-(2-chlorobenzyl)-3H-[1,2,3]triazolo[4,5-d]pyrimidine and (2S,3R)-2-(hydroxymethyl)pyrrolidin-3-ol and isolated as light-yellow gum (9.6 mg, 49%). MS (m/e): 417.4 (MH+). The reactants are COC(N[C@@H](C(C)C)C(=O)N1[C@@H](CCC1)C(NC=1N=C2SC(=CN2C1)Br)=O)=O ((S,S)-{1-[2-(2-bromo-imidazo[2,1-b]thiazol-6-ylcarbamoyl)-pyrrolidine-1-carbonyl]-2-methyl-propyl}-carbamic acid methyl ester), NC1=CC=C(C=C1)B(O)O (4-aminophenylboronic acid), compound A1. Product: COC(N[C@@H](C(C)C)C(=O)N1[C@@H](CCC1)C(NC=1N=C2SC(=CN2C1)C1=CC=C(C=C1)N)=O)=O ((S,S)-(1-{2-[2-(4-amino-phenyl)-imidazo[2,1-b]thiazol-6-ylcarbamoyl]-pyrrolidine-1-carbonyl}-2-methyl-propyl)-carbamic acid methyl ester). Reaction SMILES: [CH3:1][O:2][C:3](=[O:28])[NH:4][C@H:5]([C:9]([N:11]1[CH2:15][CH2:14][CH2:13][C@H:12]1[C:16](=[O:27])[NH:17][C:18]1[N:19]=[C:20]2[N:24]([CH:25]=1)[CH:23]=[C:22](Br)[S:21]2)=[O:10])[CH:6]([CH3:8])[CH3:7].[NH2:29][C:30]1[CH:35]=[CH:34][C:33](B(O)O)=[CH:32][CH:31]=1>>[CH3:1][O:2][C:3](=[O:28])[NH:4][C@H:5]([C:9]([N:11]1[CH2:15][CH2:14][CH2:13][C@H:12]1[C:16](=[O:27])[NH:17][C:18]1[N:19]=[C:20]2[N:24]([CH:25]=1)[CH:23]=[C:22]([C:33]1[CH:34]=[CH:35][C:30]([NH2:29])=[CH:31][CH:32]=1)[S:21]2)=[O:10])[CH:6]([CH3:8])[CH3:7]. Reported procedure: Compound A25 was synthesized from 12b (0.318 mmol) and 4-aminophenylboronic acid (0.477 mmol), following the procedure as described for compound A1, to give compound A25 as a white solid in 29%. MS (ESI, EI+) m/z=485.15 (MH+). Starting materials: NC1CCCc2ccccc21, N#Cc1ccc2ncn(-c3cncc(Cl)n3)c2c1, N#Cc1ccc2c(c1)ncn2-c1cncc(Cl)n1. Yields the product N#Cc1ccc2ncn(-c3cncc(NC4CCCc5ccccc54)n3)c2c1. Reaction SMILES: [CH:37]1([NH2:47])[CH2:38][CH2:39][CH2:40][c:41]2[cH:42][cH:43][cH:44][cH:45][c:46]21.[Cl:19][c:20]1[cH:21][n:22][cH:23][c:24](-[n:26]2[cH:27][n:28][c:29]3[c:30]2[cH:31][c:32]([C:35]#[N:36])[cH:33][cH:34]3)[n:25]1.[Cl:1][c:2]1[n:3][c:4](-[n:5]2[c:6]3[cH:7][cH:8][c:9]([C:10]#[N:11])[cH:12][c:13]3[n:14][cH:15]2)[cH:16][n:17][cH:18]1>>[c:20]1([NH:47][CH:37]2[CH2:38][CH2:39][CH2:40][c:41]3[cH:42][cH:43][cH:44][cH:45][c:46]32)[cH:21][n:22][cH:23][c:24](-[n:26]2[cH:27][n:28][c:29]3[c:30]2[cH:31][c:32]([C:35]#[N:36])[cH:33][cH:34]3)[n:25]1. Starting materials: CCOC(C)=O, COC(=O)c1cc(-c2cc(SCCNC(=O)CCCN)nc(N)n2)c(C)cc1C, CCN=C=NCCCN(C)C, CO, CCN(C(C)C)C(C)C, Cl, Cl, [Li+], C1CCOC1, [OH-], O, O, On1nnc2ccccc21. Yields the product Cc1cc(C)c2cc1C(=O)NCCCC(=O)NCCSc1cc-2nc(N)n1. RXN SMILES: [C:33]([O:34][CH2:35][CH3:36])(=[O:37])[CH3:38].[CH3:1][O:2][C:3]([c:4]1[c:5]([CH3:28])[cH:6][c:7]([CH3:27])[c:8](-[c:10]2[n:11][c:12]([NH2:26])[n:13][c:14]([S:16][CH2:17][CH2:18][NH:19][C:20]([CH2:21][CH2:22][CH2:23][NH2:24])=[O:25])[cH:15]2)[cH:9]1)=[O:29].[CH3:41][N:42]([CH3:43])[CH2:44][CH2:45][CH2:46][N:47]=[C:48]=[N:49][CH2:50][CH3:51].[CH3:72][OH:73].[CH:62]([N:63]([CH:64]([CH3:65])[CH3:66])[CH2:67][CH3:68])([CH3:69])[CH3:70].[ClH:39].[ClH:40].[Li+:32].[O:74]1[CH2:75][CH2:76][CH2:77][CH2:78]1.[OH-:31].[OH2:30].[OH2:71].[OH:52][n:53]1[c:54]2[cH:55][cH:56][cH:57][cH:58][c:59]2[n:60][n:61]1>>[O:2]=[C:3]1[c:4]2[c:5]([CH3:28])[cH:6][c:7]([CH3:27])[c:8]([cH:9]2)-[c:10]2[n:11][c:12]([NH2:26])[n:13][c:14]([cH:15]2)[S:16][CH2:17][CH2:18][NH:19][C:20](=[O:25])[CH2:21][CH2:22][CH2:23][NH:24]1.